From a dataset of the Open Reaction Database (ORD), a public repository of structured organic reaction records. describe an organic reaction: reactants, conditions, products, and yield Starting materials: [C-]#N, Cc1ccccc1, Cl, O=N[O-], CCOC(=O)C(=O)c1ccc(C2CCCCC2)c(N)c1, [Na+], [Na+], [Na+], O=C([O-])[O-], O. The product is CCOC(=O)C(=O)c1ccc(C2CCCCC2)c(C#N)c1. As a reaction SMILES: [C-:32]#[N:33].[CH3:34][c:35]1[cH:36][cH:37][cH:38][cH:39][cH:40]1.[ClH:21].[N:22]([O-:23])=[O:24].[NH2:1][c:2]1[cH:3][c:4]([C:14]([C:15](=[O:16])[O:17][CH2:18][CH3:19])=[O:20])[cH:5][cH:6][c:7]1[CH:8]1[CH2:9][CH2:10][CH2:11][CH2:12][CH2:13]1.[Na+:25].[Na+:26].[Na+:27].[O-:28][C:29](=[O:30])[O-:31].[OH2:41]>>[c:2]1([C:32]#[N:33])[cH:3][c:4]([C:14]([C:15](=[O:16])[O:17][CH2:18][CH3:19])=[O:20])[cH:5][cH:6][c:7]1[CH:8]1[CH2:9][CH2:10][CH2:11][CH2:12][CH2:13]1. Starting materials: ferric chloride, ClC1=C(C=CC(=C1)C)N=C1NCCN1 (2-(2-chloro-4-methyl-phenylimino)-imidazolidine), Cl (hydrochloric acid), OO (hydrogen peroxide). Run at temperature 45 celsius. Yields the product ClC1=C(C=C(C(=C1)C)Cl)N=C1NCCN1 (2-(2,5-dichloro-4-methyl-phenylimino)-imidazolidine). Isolated yield 6.3%. As a reaction SMILES: [Cl:1][C:2]1[CH:7]=[C:6]([CH3:8])[CH:5]=[CH:4][C:3]=1[N:9]=[C:10]1[NH:14][CH2:13][CH2:12][NH:11]1.OO.[ClH:17]>>[Cl:1][C:2]1[CH:7]=[C:6]([CH3:8])[C:5]([Cl:17])=[CH:4][C:3]=1[N:9]=[C:10]1[NH:11][CH2:12][CH2:13][NH:14]1. Procedure: 6.08 gm (0.029 mol) of 2-(2-chloro-4-methyl-phenylimino)-imidazolidine were dissolved in 50 ml of concentrated hydrochloric acid, 200 mgm of ferric chloride were added to the solution, and the mixture was heated to 45° C. while vigorously stirring. 3 ml of 30% hydrogen peroxide were now slowly added dropwise, during which time the temperature of the reaction mixture rose to a maximum of 70° C. As soon as the temperature dropped to 40° C. again, the reaction had gone to completion. The reaction m... Starting materials: BrC1=CC=C(C=C1)C=1C2=C(SC1)C=C(C=C2)O (3-(4-Bromo-phenyl)-benzo[b]thiophen-6-ol), BrCCCBr (1,3-dibromopropane). Reaction SMILES: [Br:1][C:2]1[CH:7]=[CH:6][C:5]([C:8]2[C:9]3[CH:16]=[CH:15][C:14]([OH:17])=[CH:13][C:10]=3[S:11][CH:12]=2)=[CH:4][CH:3]=1.[Br:18][CH2:19][CH2:20][CH2:21]Br>>[Br:1][C:2]1[CH:7]=[CH:6][C:5]([C:8]2[C:9]3[CH:16]=[CH:15][C:14]([O:17][CH2:21][CH2:20][CH2:19][Br:18])=[CH:13][C:10]=3[S:11][CH:12]=2)=[CH:4][CH:3]=1. Procedure details: In analogy to example 27.1, 3-(4-Bromo-phenyl)-benzo[b]thiophen-6-ol and 1,3-dibromopropane were converted to yield 3-(4-Bromo-phenyl)-6-(3-bromo-propoxy)-benzo[b]thiophene, MS: 424 (M, 2Br). Product: BrC1=CC=C(C=C1)C=1C2=C(SC1)C=C(C=C2)OCCCBr (3-(4-Bromo-phenyl)-6-(3-bromo-propoxy)-benzo[b]thiophene). The reactants are BrC(=C[C@@H]1CC[C@H](CC1)C1=CC=C(C=C1)CCCCC)Br (1-[trans-4-(2,2-dibromovinyl)cyclohexyl]-4-pentylbenzene), solution, C(CCC)[Li] (butyl lithium), O (water). The solvent is O1CCCC1 (tetrahydrofuran), CCCCCC (hexane). Run at temperature -78 celsius, time 2.5 hour. The product is residue, C(#C)[C@@H]1CC[C@H](CC1)C1=CC=C(C=C1)CCCCC (1-(trans-4-ethynylcyclohexyl)-4-pentylbenzene). Yield: 86.5%. Reaction SMILES: Br[C:2](Br)=[CH:3][C@H:4]1[CH2:9][CH2:8][C@H:7]([C:10]2[CH:15]=[CH:14][C:13]([CH2:16][CH2:17][CH2:18][CH2:19][CH3:20])=[CH:12][CH:11]=2)[CH2:6][CH2:5]1.C([Li])CCC.O>O1CCCC1.CCCCCC>[C:3]([C@H:4]1[CH2:5][CH2:6][C@H:7]([C:10]2[CH:15]=[CH:14][C:13]([CH2:16][CH2:17][CH2:18][CH2:19][CH3:20])=[CH:12][CH:11]=2)[CH2:8][CH2:9]1)#[CH:2]. Reported procedure: A solution of 480 mg of 1-[trans-4-(2,2-dibromovinyl)cyclohexyl]-4-pentylbenzene in 60 ml of absolute tetrahydrofuran was placed at -78° C. in a sulphonation flask under argon gasification and treated within 3 minutes with 3.2 ml of a 0.1N solution of butyl lithium in hexane. After completion of the addition, the mixture was stirred at -78° C. for a further 2.5 hours, then poured into 150 ml of water and extracted three times with 150 ml of petroleum ether each time. The organic phases were wash... Reactants: C1(=CC=CC=C1)SC(C(=O)OC)(C)C1=CC(=CC=C1)OC1=CC=CC=C1 (Methyl α-phenylthio-α-(m-phenoxyphenyl)propionate). The reagents and catalysts are [Ni] (Raney nickel). Solvent: C(C)O (ethanol), C(C)O (ethanol). Run at time 5 hour. Yields the product O(C1=CC=CC=C1)C=1C=C(C=CC1)C(C(=O)OC)C (methyl α-(m-phenoxyphenyl)propionate). The yield is 90.7%. As a reaction SMILES: C1(S[C:8]([C:14]2[CH:19]=[CH:18][CH:17]=[C:16]([O:20][C:21]3[CH:26]=[CH:25][CH:24]=[CH:23][CH:22]=3)[CH:15]=2)([CH3:13])[C:9]([O:11][CH3:12])=[O:10])C=CC=CC=1>C(O)C.[Ni]>[O:20]([C:16]1[CH:15]=[C:14]([CH:8]([CH3:13])[C:9]([O:11][CH3:12])=[O:10])[CH:19]=[CH:18][CH:17]=1)[C:21]1[CH:22]=[CH:23][CH:24]=[CH:25][CH:26]=1. Reported procedure: Methyl α-phenylthio-α-(m-phenoxyphenyl)propionate (210 mg) was dissolved in 1 ml of ethanol. An ethanol suspension (5 ml) of 2 cc of Raney nickel (W-II) was added, and the mixture was stirred at room temperature for 5 hours. The reaction mixture was filtered, and the insoluble matter was washed with 50 ml of methanol. The filtrate and the washing were combined, and concentrated under reduced pressure. Methylene chloride (30 ml) was added to the residue, and the insoluble matter was separated by ... The reactants are N(=O)[O-].[Na+] (sodium nitrite), C([O-])(O)=O.[Na+] (sodium bicarbonate), Cl.NC1=C(C(=CC=C1)C1=CC(=CC=C1)C1=NN=NN1)O (3-amino-3′-(1H-tetrazol-5-yl)-biphenyl-2-ol hydrochloride), C1CCC2=CC(=CC=C12)N1N=C(CC1=O)C (2-indan-5-yl-5-methyl-2,4-dihydro-pyrazol-3-one). Run in Cl (hydrochloric acid), C(C)O (ethanol). Product: OC1=C(C=CC=C1NN=C1C(N(N=C1C)C=1C=C2CCCC2=CC1)=O)C1=CC(=CC=C1)C1=NN=NN1 (4-{[2-hydroxy-3′-(1H-tetrazol-5-yl)-biphenyl-3-yl]-hydrazono}-2-indan-5-yl-5-methyl-2,4-dihydro-pyrazol-3-one). Isolated yield 18.9%. RXN SMILES: Cl.[NH2:2][C:3]1[CH:8]=[CH:7][CH:6]=[C:5]([C:9]2[CH:14]=[CH:13][CH:12]=[C:11]([C:15]3[NH:19][N:18]=[N:17][N:16]=3)[CH:10]=2)[C:4]=1[OH:20].[N:21]([O-])=O.[Na+].[CH2:25]1[C:33]2[C:28](=[CH:29][C:30]([N:34]3[C:38](=[O:39])[CH2:37][C:36]([CH3:40])=[N:35]3)=[CH:31][CH:32]=2)[CH2:27][CH2:26]1.C(=O)(O)[O-].[Na+]>Cl.C(O)C>[OH:20][C:4]1[C:3]([NH:2][N:21]=[C:37]2[C:36]([CH3:40])=[N:35][N:34]([C:30]3[CH:29]=[C:28]4[C:33](=[CH:32][CH:31]=3)[CH2:25][CH2:26][CH2:27]4)[C:38]2=[O:39])=[CH:8][CH:7]=[CH:6][C:5]=1[C:9]1[CH:14]=[CH:13][CH:12]=[C:11]([C:15]2[NH:19][N:18]=[N:17][N:16]=2)[CH:10]=1 |f:0.1,2.3,5.6|. Procedure details: 3-Amino-3′-(1H-tetrazol-5-yl)-biphenyl-2-ol hydrochloride 8f (188 mg, 0.74 mmol) was dissolved in 4 mL of 2 N hydrochloric acid upon cooling by an ice-water bath, followed by dropwise addition of 1 mL of aqueous sodium nitrite (57 mg, 0.82 mmol). After the mixture was reacted for 30 minutes, 2-indan-5-yl-5-methyl-2,4-dihydro-pyrazol-3-one 1i (159 mg, 0.74 mmol) was added. The mixture was adjusted to pH 8 with saturated sodium bicarbonate, followed by addition of 0.5 mL of ethanol. The reaction m... Reactants: C(CCC)[Li] (n-Butyl lithium), solution, BrC1=C(C=CC=C1)OC (2-bromoanisole), B(OC)(OC)OC (trimethyl borate), Cl (hydrochloric acid). The solvent is hexanes, O1CCCC1 (tetrahydrofuran). Product: COC1=C(C=CC=C1)B(O)O ((2-Methoxyphenyl)boronic acid). The yield is 100.4%. Reaction SMILES: C([Li])CCC.Br[C:7]1[CH:12]=[CH:11][CH:10]=[CH:9][C:8]=1[O:13][CH3:14].[B:15](OC)([O:18]C)[O:16]C.Cl>O1CCCC1>[CH3:14][O:13][C:8]1[CH:9]=[CH:10][CH:11]=[CH:12][C:7]=1[B:15]([OH:18])[OH:16]. Procedure: n-Butyl lithium (13.0 ml of a 1.6M solution in hexanes, 19.8 mmol) was added dropwise to a solution of 2-bromoanisole (3.74 g, 19.0 mmol) in anhydrous tetrahydrofuran (15 ml) cooled to below -70° C., maintaining the temperature during the addition below -60° C. The solution was stirred for 20 minutes before the addition of trimethyl borate (5.9 ml, 57.0 mmol), and then stirred at below -70° C. for a further hour before warming to room temperature overnight. The reaction mixture was cooled to 0° ... Reactants: COC(=O)c1cc(OCc2ccccc2)c(OC)cc1[N+](=O)[O-], CC(=O)O, [Fe], [Na+], [OH-]. Product: COC(=O)c1cc(OCc2ccccc2)c(OC)cc1N. RXN SMILES: [CH2:1]([c:2]1[cH:3][cH:4][cH:5][cH:6][cH:7]1)[O:8][c:9]1[c:10]([O:22][CH3:23])[cH:11][c:12]([N+:19]([O-:20])=[O:21])[c:13]([C:14](=[O:15])[O:16][CH3:17])[cH:18]1.[CH3:26][C:27](=[O:28])[OH:29].[Fe:30].[Na+:25].[OH-:24]>>[CH2:1]([c:2]1[cH:3][cH:4][cH:5][cH:6][cH:7]1)[O:8][c:9]1[c:10]([O:22][CH3:23])[cH:11][c:12]([NH2:19])[c:13]([C:14](=[O:15])[O:16][CH3:17])[cH:18]1. The reactants are CC(=O)OC(C)=O, CCOC(C)=O, CCN(C(C)C)C(C)C, [Cl-], ClCCl, [NH3+]CC(=O)c1ccccc1. Yields the product CC(=O)NCC(=O)c1ccccc1. As a reaction SMILES: [CH3:15][C:16](=[O:17])[O:18][C:19](=[O:20])[CH3:21].[CH3:31][CH2:32][O:33][C:34]([CH3:35])=[O:36].[CH:22]([N:23]([CH2:24][CH3:25])[CH:26]([CH3:27])[CH3:28])([CH3:29])[CH3:30].[Cl-:1].[Cl:12][CH2:13][Cl:14].[O:2]=[C:3]([CH2:4][NH3+:5])[c:6]1[cH:7][cH:8][cH:9][cH:10][cH:11]1>>[O:2]=[C:3]([CH2:4][NH:5][C:16]([CH3:15])=[O:17])[c:6]1[cH:7][cH:8][cH:9][cH:10][cH:11]1. Reactants: [Al+3], Cc1c[nH]c(=O)[nH]1, [Cl-], [Cl-], [Cl-], O=[N+]([O-])c1ccccc1, O, O=C(Cl)c1ccco1. Product: Cc1[nH]c(=O)[nH]c1C(=O)c1ccco1. RXN SMILES: [Al+3:9].[CH3:1][c:2]1[nH:3][c:4](=[O:7])[nH:5][cH:6]1.[Cl-:10].[Cl-:11].[Cl-:8].[O-:21][N+:22]([c:23]1[cH:24][cH:25][cH:26][cH:27][cH:28]1)=[O:29].[OH2:20].[o:12]1[c:13]([C:17](=[O:18])[Cl:19])[cH:14][cH:15][cH:16]1>>[CH3:1][c:2]1[nH:3][c:4](=[O:7])[nH:5][c:6]1[C:17]([c:13]1[o:12][cH:16][cH:15][cH:14]1)=[O:18].